This data is from the Open Reaction Database (ORD), a public repository of structured organic reaction records. The task is: describe an organic reaction: reactants, conditions, products, and yield Reactants: OC(C(C)(C)C)C=1N=C(N(C1C#N)CC1=CC=C(C=C1)C1=C(C=CC=C1)C(=O)C(=O)OC)CCC (4-(1-hydroxy-2,2-dimethylpropyl)-1-[(2'-methoxalylbiphenyl-4-yl)methyl]-2-propylimidazole-5-carbonitrile), aqueous solution, [OH-].[Na+] (sodium hydroxide). The product is OC(C(C)(C)C)C=1N=C(N(C1C(=O)N)CC1=CC=C(C=C1)C1=C(C=CC=C1)C(=O)C(=O)O)CCC (4-(1-Hydroxy-2,2-dimethylpropyl)-1-[(2'-oxalobiphenyl-4-yl)methyl]-2-propylimidazole-5-carboxamide). As a reaction SMILES: [OH:1][CH:2]([C:7]1[N:8]=[C:9]([CH2:33][CH2:34][CH3:35])[N:10]([CH2:14][C:15]2[CH:20]=[CH:19][C:18]([C:21]3[CH:26]=[CH:25][CH:24]=[CH:23][C:22]=3[C:27]([C:29]([O:31]C)=[O:30])=[O:28])=[CH:17][CH:16]=2)[C:11]=1[C:12]#[N:13])[C:3]([CH3:6])([CH3:5])[CH3:4].[OH-:36].[Na+]>>[OH:1][CH:2]([C:7]1[N:8]=[C:9]([CH2:33][CH2:34][CH3:35])[N:10]([CH2:14][C:15]2[CH:16]=[CH:17][C:18]([C:21]3[CH:26]=[CH:25][CH:24]=[CH:23][C:22]=3[C:27]([C:29]([OH:31])=[O:30])=[O:28])=[CH:19][CH:20]=2)[C:11]=1[C:12]([NH2:13])=[O:36])[C:3]([CH3:6])([CH3:4])[CH3:5] |f:1.2|. Reported procedure: 246 mg of 4-(1-hydroxy-2,2-dimethylpropyl)-1-[(2'-methoxalylbiphenyl-4-yl)methyl]-2-propylimidazole-5-carbonitrile [prepared as described in step (a) above] were subjected to hydrolysis using 6 ml of a 1N aqueous solution of sodium hydroxide in the same manner as described in Example 10(b), to give 182 mg of the title compound as crystals, melting at 198°-200° C. Reactants: CC(C)(C)OC(=O)NCc1cc(-c2ccc(C(F)(F)F)cc2)nc(SCc2ccccc2)n1, Cl, C1COCCO1. The product is NCc1cc(-c2ccc(C(F)(F)F)cc2)nc(SCc2ccccc2)n1. Reaction SMILES: [C:1]([O:2][C:3](=[O:4])[NH:7][CH2:8][c:9]1[n:10][c:11]([S:25][CH2:26][c:27]2[cH:28][cH:29][cH:30][cH:31][cH:32]2)[n:12][c:13](-[c:15]2[cH:16][cH:17][c:18]([C:21]([F:22])([F:23])[F:24])[cH:19][cH:20]2)[cH:14]1)([CH3:5])([CH3:6])[CH3:33].[ClH:34].[O:35]1[CH2:36][CH2:37][O:38][CH2:39][CH2:40]1>>[NH2:7][CH2:8][c:9]1[n:10][c:11]([S:25][CH2:26][c:27]2[cH:28][cH:29][cH:30][cH:31][cH:32]2)[n:12][c:13](-[c:15]2[cH:16][cH:17][c:18]([C:21]([F:22])([F:23])[F:24])[cH:19][cH:20]2)[cH:14]1. Reactants: BrCC(CC(=O)NCC(=O)OCC)O (ethyl 2-(4-bromo-3-hydroxybutanamido)acetate), C1(=CC=C(C=C1)S(=O)(=O)[O-])C.[NH+]1=CC=CC=C1 (pyridinium p-toluenesulphonate), O1CCCC=C1 (dihydropyran), C(C)(=O)OCC (ethyl acetate). Run in C(Cl)Cl (methylene chloride). Conditions: time 3 hour. Yields the product BrCC(CC(=O)NCC(=O)OCC)OC1OCCCC1 (Ethyl 2-(4-bromo-3-(tetrahydropyran-2-yloxy)butanamido)acetate). Isolated yield 91.0%. As a reaction SMILES: [Br:1][CH2:2][CH:3]([OH:14])[CH2:4][C:5]([NH:7][CH2:8][C:9]([O:11][CH2:12][CH3:13])=[O:10])=[O:6].C1(C)C=CC(S([O-])(=O)=O)=CC=1.[NH+]1C=CC=CC=1.[O:32]1[CH:37]=[CH:36][CH2:35][CH2:34][CH2:33]1.C(OCC)(=O)C>C(Cl)Cl>[Br:1][CH2:2][CH:3]([O:14][CH:33]1[CH2:34][CH2:35][CH2:36][CH2:37][O:32]1)[CH2:4][C:5]([NH:7][CH2:8][C:9]([O:11][CH2:12][CH3:13])=[O:10])=[O:6] |f:1.2|. Procedure details: To a solution of 1 g ethyl 2-(4-bromo-3-hydroxybutanamido)acetate in 30 ml methylene chloride are added 100 mg pyridinium p-toluenesulphonate and 1 ml dihydropyran. Stirring is continued for 3 h at ambient temperature, the solvent is evaporated in vacuo and the residue chromatographed on silica, eluting with ether. A pale straw-coloured oil is obtained in 91% yield, Rf 0.5 (silica gel plates, thickness 0.25 mm eluent ethyl acetate). Reactants: OC(Cc1ccccc1)Cc1cccc(Br)c1, C1CCOC1, CI, [H-], [Na+]. The product is COC(Cc1ccccc1)Cc1cccc(Br)c1. RXN SMILES: [Br:1][c:2]1[cH:3][c:4]([CH2:8][CH:9]([CH2:10][c:11]2[cH:12][cH:13][cH:14][cH:15][cH:16]2)[OH:17])[cH:5][cH:6][cH:7]1.[CH2:22]1[O:23][CH2:24][CH2:25][CH2:26]1.[CH3:20][I:21].[H-:19].[Na+:18]>>[Br:1][c:2]1[cH:3][c:4]([CH2:8][CH:9]([CH2:10][c:11]2[cH:12][cH:13][cH:14][cH:15][cH:16]2)[O:17][CH3:20])[cH:5][cH:6][cH:7]1. The reactants are [B-](F)(F)(F)F.CCOC(=O)C(=NOC(=[N+](C)C)N(C)C)C#N (TOTU), FC1=C(C=CC=C1)N1N=C(C=C1OC(=O)N1CCCC1)C(=O)O (1-(2-Fluoro-phenyl)-5-(pyrrolidine-1-carbonyloxy)-1H-pyrazole-3-carboxylic acid), N[C@@H](CC(=O)O)C1=C(C=CC=C1)C ((S)-3-amino-3-(2-methyl-phenyl)-propionic acid). Conditions: time 5 minute. Yields the product C(=O)(O)C[C@@H](C1=C(C=CC=C1)C)NC(=O)C=1C=C(N(N1)C1=C(C=CC=C1)F)OC(=O)N1CCCC1 (Pyrrolidine-1-carboxylic acid 5-((S)-2-carboxy-1-o-tolyl-ethylcarbamoyl)-2-(2-fluoro-phenyl)-2H-pyrazol-3-yl ester). Isolated yield 67.0%. RXN SMILES: [B-](F)(F)(F)F.CCOC(C(C#N)=NOC(N(C)C)=[N+](C)C)=O.[F:23][C:24]1[CH:29]=[CH:28][CH:27]=[CH:26][C:25]=1[N:30]1[C:34]([O:35][C:36]([N:38]2[CH2:42][CH2:41][CH2:40][CH2:39]2)=[O:37])=[CH:33][C:32]([C:43]([OH:45])=O)=[N:31]1.[NH2:46][C@H:47]([C:52]1[CH:57]=[CH:56][CH:55]=[CH:54][C:53]=1[CH3:58])[CH2:48][C:49]([OH:51])=[O:50]>>[C:49]([CH2:48][C@H:47]([NH:46][C:43]([C:32]1[CH:33]=[C:34]([O:35][C:36]([N:38]2[CH2:42][CH2:41][CH2:40][CH2:39]2)=[O:37])[N:30]([C:25]2[CH:26]=[CH:27][CH:28]=[CH:29][C:24]=2[F:23])[N:31]=1)=[O:45])[C:52]1[CH:57]=[CH:56][CH:55]=[CH:54][C:53]=1[CH3:58])([OH:51])=[O:50] |f:0.1|. Procedure details: 0.675 mmol of TOTU and 1.35 mmol of EDIA were added to the filtrate containing 1-(2-fluoro-phenyl)-5-(pyrrolidine-1-carbonyloxy)-1H-pyrazole-3-carboxylic acid obtained in step 1. The mixture was stirred for 5 min at room temperature, and then 0.675 mmol of (S)-3-amino-3-(2-methyl-phenyl)-propionic acid were added and the mixture was stirred overnight at RT. Then the solvent was evaporated and the residue subjected to preparative HPLC to give the title compound in a yield of 67%. The reactants are CN1CCCC1=O, CC(C)O, Fc1cc(F)c(-c2c(Cl)nc(-c3cnccn3)nc2Cl)c(F)c1, CC(N)C(F)(F)F, O. Product: CC(Nc1nc(-c2cnccn2)nc(Cl)c1-c1c(F)cc(F)cc1F)C(F)(F)F. RXN SMILES: [CH3:31][N:32]1[CH2:33][CH2:34][CH2:35][C:36]1=[O:37].[CH:38]([OH:39])([CH3:40])[CH3:41].[Cl:1][c:2]1[n:3][c:4](-[c:18]2[n:19][cH:20][cH:21][n:22][cH:23]2)[n:5][c:6]([Cl:17])[c:7]1-[c:8]1[c:9]([F:16])[cH:10][c:11]([F:15])[cH:12][c:13]1[F:14].[F:24][C:25]([CH:26]([CH3:27])[NH2:28])([F:29])[F:30].[OH2:42]>>[Cl:1][c:2]1[n:3][c:4](-[c:18]2[n:19][cH:20][cH:21][n:22][cH:23]2)[n:5][c:6]([NH:28][CH:26]([C:25]([F:24])([F:29])[F:30])[CH3:27])[c:7]1-[c:8]1[c:9]([F:16])[cH:10][c:11]([F:15])[cH:12][c:13]1[F:14]. Starting materials: CCOC(=O)c1[nH]c(CC)c(C)c1C, CC1OC(C)OC(C)O1. Product: CCc1[nH]c(CC)c(C)c1C. As a reaction SMILES: [C:1]([O:2][CH2:3][CH3:4])(=[O:5])[c:6]1[nH:7][c:8]([CH2:13][CH3:14])[c:9]([CH3:12])[c:10]1[CH3:11].[CH3:15][CH:16]1[O:17][CH:18]([CH3:19])[O:20][CH:21]([CH3:22])[O:23]1>>[CH2:1]([c:6]1[nH:7][c:8]([CH2:13][CH3:14])[c:9]([CH3:12])[c:10]1[CH3:11])[CH3:15]. Reactants: IC1=CC=C(C(=O)OCC[Si](C)(C)C)C=C1 ((trimethylsilyl)ethyl 4-iodobenzoate), (tributyltin)acetylene, C1CCOC1 (THF), [NH4+].[Cl-] (NH4Cl). The reagents and catalysts are C1=CC=C(C=C1)P(C2=CC=CC=C2)C3=CC=CC=C3.C1=CC=C(C=C1)P(C2=CC=CC=C2)C3=CC=CC=C3.Cl[Pd]Cl (bis(triphenylphosphine)palladium (II) chloride). Reaction conditions: time 8 hour. The product is C(#C)C1=CC=C(C(=O)OCC[Si](C)(C)C)C=C1 ((Trimethylsilyl)ethyl 4-ethynylbenzoate). Reaction SMILES: I[C:2]1[CH:16]=[CH:15][C:5]([C:6]([O:8][CH2:9][CH2:10][Si:11]([CH3:14])([CH3:13])[CH3:12])=[O:7])=[CH:4][CH:3]=1.[NH4+].[Cl-].[CH2:19]1COC[CH2:20]1>C1C=CC(P(C2C=CC=CC=2)C2C=CC=CC=2)=CC=1.C1C=CC(P(C2C=CC=CC=2)C2C=CC=CC=2)=CC=1.Cl[Pd]Cl>[C:19]([C:2]1[CH:16]=[CH:15][C:5]([C:6]([O:8][CH2:9][CH2:10][Si:11]([CH3:14])([CH3:13])[CH3:12])=[O:7])=[CH:4][CH:3]=1)#[CH:20] |f:1.2,4.5.6|. Reported procedure: A solution of (trimethylsilyl)ethyl 4-iodobenzoate (2.5 g, 7.2 mmol), (tributyltin)acetylene (2.5 mL, 8.6 mmol) and THF (50 mL) was purged with argon for 10 minutes, and then treated with bis(triphenylphosphine)palladium (II) chloride (126 mg, 0.18 mmol). The suspension was stirred overnight at room temperature and then for 1 hour at 50° C. The solution was treated with NH4Cl and the product extracted with 50% ethyl acetate and hexane solution. The layers were separated and the aqueous layer ext...